Dataset: the Open Reaction Database (ORD), a public repository of structured organic reaction records. Task: describe an organic reaction: reactants, conditions, products, and yield Yields the product CCCN(C(C)C)C1COc2c(Br)ccc(OC)c2C1. Reaction SMILES: [Br:1][c:2]1[cH:3][cH:4][c:5]([O:16][CH3:17])[c:6]2[c:11]1[O:10][CH2:9][CH:8]([NH:12][CH:13]([CH3:14])[CH3:15])[CH2:7]2.[C:22]([BH3-:23])#[N:24].[CH3:30][OH:31].[CH:18]([CH2:19][CH3:20])=[O:21].[Cl:26][CH:27]([Cl:28])[Cl:29].[Na+:25]>>[Br:1][c:2]1[cH:3][cH:4][c:5]([O:16][CH3:17])[c:6]2[c:11]1[O:10][CH2:9][CH:8]([N:12]([CH:13]([CH3:14])[CH3:15])[CH2:18][CH2:19][CH3:20])[CH2:7]2. Starting materials: COc1ccc(Br)c2c1CC(NC(C)C)CO2, [BH3-]C#N, CO, CCC=O, ClC(Cl)Cl, [Na+].